From a dataset of the Open Reaction Database (ORD), a public repository of structured organic reaction records. describe an organic reaction: reactants, conditions, products, and yield Starting materials: CC(=O)[CH-]C(C)=O, C1CCC2=NCCCN2CC1, CC#N, C#CC(C)(C)Cl, [Cu+2], N#Cc1ccc(O)cc1. Yields the product C#CC(C)(C)Oc1ccc(C#N)cc1. RXN SMILES: [CH-:31]([C:32](=[O:33])[CH3:34])[C:35](=[O:36])[CH3:37].[CH2:10]1[CH2:11][CH2:12][C:13]2=[N:18][CH2:17][CH2:16][CH2:15][N:14]2[CH2:19][CH2:20]1.[CH3:27][C:28]#[N:29].[Cl:21][C:22]([C:23]#[CH:24])([CH3:25])[CH3:26].[Cu+2:30].[OH:1][c:2]1[cH:3][cH:4][c:5]([C:8]#[N:9])[cH:6][cH:7]1>>[O:1]([c:2]1[cH:3][cH:4][c:5]([C:8]#[N:9])[cH:6][cH:7]1)[C:22]([C:23]#[CH:24])([CH3:25])[CH3:26]. The reactants are N(=[N+]=[N-])C1=C2C(=NC=C1)N(N=C2)CC2=CC=CC=C2 (4-azido-1-benzyl-1H-pyrazolo[3,4-b]pyridine), Cl.CO (hydrochloric acid methanol), [H][H] (hydrogen). The reagents and catalysts are [C+4].[OH-].[Pd+2].[OH-].[OH-].[OH-].[OH-].[OH-] (palladium hydroxide carbon). Run in CO (methanol). Yields the product Cl.Cl.NC1=C2C(=NC=C1)NN=C2 (4-amino-1H-pyrazolo[3,4-b]pyridine dihydrochloride). RXN SMILES: [N:1]([C:4]1[CH:9]=[CH:8][N:7]=[C:6]2[N:10](CC3C=CC=CC=3)[N:11]=[CH:12][C:5]=12)=[N+]=[N-].[ClH:20].CO.[H][H]>CO.[C+4].[OH-].[Pd+2].[OH-].[OH-].[OH-].[OH-].[OH-]>[ClH:20].[ClH:20].[NH2:1][C:4]1[CH:9]=[CH:8][N:7]=[C:6]2[NH:10][N:11]=[CH:12][C:5]=12 |f:1.2,5.6.7.8.9.10.11.12,13.14.15|. Procedure: A solution (40 ml) of 4-azido-1-benzyl-1H-pyrazolo[3,4-b]pyridine (2.7 g), 10% palladium hydroxide carbon (1.0 g) and 15% hydrochloric acid-methanol (1 ml) in methanol was stirred in an autoclave at initial hydrogen pressure of 10 atm and at 40°-50° C. for 5 hours. After completion of the reaction, the catalyst was filtered off and the filtrate was concentrated under reduced pressure to give crystals. Recrystallization from methanol-ethyl acetate gave 1.9 g of 4-amino-1H-pyrazolo[3,4-b]pyridine ... Procedure details: 5-Acetoxymethyl-4-methoxymethyl-beta-carboline-3-carboxylic acid ethyl ester (7.9 g) is taken up in a solution of sodium (1.4 g) in ethanol (100 ml) and left for 4 days at +4° C. The solution is concentrated, taken up in abundant ethyl acetate, washed alkali-free with water, dried with sodium sulfate and evaporated in a vacuum. By treatment with ethanol the residue yields 6.6 g of the title compound as colorless crystals with a melting point of 139°-140° C. Reaction conditions: time 4 day. Reaction SMILES: [CH2:1]([O:3][C:4]([C:6]1[N:7]=[CH:8][C:9]2[NH:10][C:11]3[C:16]([C:17]=2[C:18]=1[CH2:19][O:20][CH3:21])=[C:15]([CH2:22][O:23]C(=O)C)[CH:14]=[CH:13][CH:12]=3)=[O:5])[CH3:2].[Na]>C(O)C>[CH2:1]([O:3][C:4]([C:6]1[N:7]=[CH:8][C:9]2[NH:10][C:11]3[C:16]([C:17]=2[C:18]=1[CH2:19][O:20][CH3:21])=[C:15]([CH2:22][OH:23])[CH:14]=[CH:13][CH:12]=3)=[O:5])[CH3:2] |^1:26|. Isolated yield 94.7%. Product: C(C)OC(=O)C=1N=CC=2NC3=CC=CC(=C3C2C1COC)CO (5-Hydroxymethyl-4-methoxymethyl-beta-carboline-3-carboxylic acid ethyl ester). The reactants are C(C)OC(=O)C=1N=CC=2NC3=CC=CC(=C3C2C1COC)COC(C)=O (5-Acetoxymethyl-4-methoxymethyl-beta-carboline-3-carboxylic acid ethyl ester), [Na] (sodium). Run in C(C)O (ethanol). Starting materials: resultant mixture, C(C)(C)(C)OC(=O)N1CC=C(CC1)C1=NC=CC=N1 (N-t-butoxycarbonyl-4-(2-pyrimidinyl)-1,2,5,6-tetrahydropyridine), FC(C(=O)O)(F)F (TFA), FC(C(=O)O)(F)F (trifluoroacetic acid). Solvent: C(Cl)Cl (methylene chloride). Product: N1=C(N=CC=C1)C1=CCNCC1 (4-(2-pyrimidinyl)-1,2,5,6-tetrahydropyridine). Yield: 87.0%. RXN SMILES: C(OC([N:8]1[CH2:13][CH2:12][C:11]([C:14]2[N:19]=[CH:18][CH:17]=[CH:16][N:15]=2)=[CH:10][CH2:9]1)=O)(C)(C)C.FC(F)(F)C(O)=O>C(Cl)Cl>[N:15]1[CH:16]=[CH:17][CH:18]=[N:19][C:14]=1[C:11]1[CH2:12][CH2:13][NH:8][CH2:9][CH:10]=1. Procedure: 500 mg of the compound of step 2 of Example 25 was dissolved in 10 ml of methylene chloride, 3.5 ml of trifluoroacetic acid (hereinafter referred to as TFA) was added, then the resultant mixture was agitated at room temperature for 30 minutes. This was concentrated, then an aqueous solution of 10% sodium hydroxide was added and extraction was performed with chloroform. The organic layer was washed by saturated saline and was dried with anhydrous magnesium sulfate. This chloroform was concentrate... The reactants are C(C)(C)(C)OC([C@H]1N(CCC1)C(N(N)C)=O)=O (α-Azaalanyl-(L)-proline t butyl ester), C1(C=2C(C(N1CCCCC(C(=O)OCC1=CC=CC=C1)=O)=O)=CC=CC2)=O (benzyl 6-phthalimido-2-oxohexanoate), crude product, C(#N)[BH3-].[Na+] (sodium cyanoborohydride), C(Cl)Cl (CH2Cl2). Reagents/catalysts: C(C)(=O)O (acetic acid). Solvent: CO (CH3OH), C1CCOC1 (THF). The product is C(C)(C)(C)OC([C@H]1N(CCC1)C(N(NC(CCCCN1C(C=2C(C1=O)=CC=CC2)=O)C(=O)OCC2=CC=CC=C2)C)=O)=O (N-(1-Carbobenzyloxy-5-phthalimidopentyl)-α-azaalanyl-(L)-proline-t-butyl ester). Isolated yield 73.0%. As a reaction SMILES: [C:1]([O:5][C:6](=[O:17])[C@@H:7]1[CH2:11][CH2:10][CH2:9][N:8]1[C:12](=[O:16])[N:13]([CH3:15])[NH2:14])([CH3:4])([CH3:3])[CH3:2].[C:18]1(=[O:44])[N:22]([CH2:23][CH2:24][CH2:25][CH2:26][C:27](=O)[C:28]([O:30][CH2:31][C:32]2[CH:37]=[CH:36][CH:35]=[CH:34][CH:33]=2)=[O:29])[C:21](=[O:39])[C:20]2=[CH:40][CH:41]=[CH:42][CH:43]=[C:19]12.C(Cl)Cl.C([BH3-])#N.[Na+]>C1COCC1.C(O)(=O)C.CO>[C:1]([O:5][C:6](=[O:17])[C@@H:7]1[CH2:11][CH2:10][CH2:9][N:8]1[C:12](=[O:16])[N:13]([CH3:15])[NH:14][CH:27]([C:28]([O:30][CH2:31][C:32]1[CH:37]=[CH:36][CH:35]=[CH:34][CH:33]=1)=[O:29])[CH2:26][CH2:25][CH2:24][CH2:23][N:22]1[C:18](=[O:44])[C:19]2=[CH:43][CH:42]=[CH:41][CH:40]=[C:20]2[C:21]1=[O:39])([CH3:4])([CH3:2])[CH3:3] |f:3.4|. Procedure details: A solution of carbazide 2 (0.665 g; 2.74 mmol) and benzyl 6-phthalimido-2-oxohexanoate (1.00 g; 2.74 mmol) in THF (5 ml) containing glacial acetic acid (3 drops) was heated at reflux for 3 hours. TLC (silica gel, CH2Cl2 --CH3OH,20:1) showed a single product spot, Rf=0.5. The crude product was treated as for 14 (Example 10) with sodium cyanoborohydride (172 mg; 2.74 mmol), giving pure carbazide 24 (1.18 g; 2.00 mmol; 73%) after flash chromatography on silica gel (hexanes-EtAc, 1:1). TLC (silica g... Starting materials: ClC(Cl)Cl, Cc1ccc(-c2nnc(Cl)nc2-c2ccc(C)cc2)cc1, OC1CCNC1. The product is Cc1ccc(-c2nnc(N3CCC(O)C3)nc2-c2ccc(C)cc2)cc1. As a reaction SMILES: [CH:28]([Cl:29])([Cl:30])[Cl:31].[Cl:1][c:2]1[n:3][n:4][c:5](-[c:15]2[cH:16][cH:17][c:18]([CH3:21])[cH:19][cH:20]2)[c:6](-[c:8]2[cH:9][cH:10][c:11]([CH3:14])[cH:12][cH:13]2)[n:7]1.[NH:22]1[CH2:23][CH:24]([OH:27])[CH2:25][CH2:26]1>>[c:2]1([N:22]2[CH2:23][CH:24]([OH:27])[CH2:25][CH2:26]2)[n:3][n:4][c:5](-[c:15]2[cH:16][cH:17][c:18]([CH3:21])[cH:19][cH:20]2)[c:6](-[c:8]2[cH:9][cH:10][c:11]([CH3:14])[cH:12][cH:13]2)[n:7]1.